Dataset: the Open Reaction Database (ORD), a public repository of structured organic reaction records. Task: describe an organic reaction: reactants, conditions, products, and yield Starting materials: [O-]CC.[Na+] (sodium ethoxide), [Na] (sodium), C(C)O (ethanol), BrC1=NC(=CC=C1)Br (2,6-dibromopyridine). Solvent: CCOC(=O)C (EtOAc). Conditions: temperature 90 celsius, time 2.5 hour. Yields the product BrC1=NC(=CC=C1)OCC (2-bromo-6-ethoxypyridine). Reaction SMILES: [O-:1][CH2:2][CH3:3].[Na+].[Na].C(O)C.Br[C:10]1[CH:15]=[CH:14][CH:13]=[C:12]([Br:16])[N:11]=1>CCOC(C)=O>[Br:16][C:12]1[CH:13]=[CH:14][CH:15]=[C:10]([O:1][CH2:2][CH3:3])[N:11]=1 |f:0.1,^1:4|. Procedure: To a sodium ethoxide solution, prepared by addition of sodium (36 mg, 1.58 mmol) to ethanol (2 mL), was added 2,6-dibromopyridine (250 mg, 1.06 mmol). The mixture was stirred at 90° C. for 2.5 h, then was diluted with EtOAc. The organic phase was washed with water (2×) and brine, dried (Na2SO4) and concentrated. The crude material was purified by flash chromatography (0 to 10% EtOAc/hexanes gradient) to afford 163 mg of 156.1 as a colorless oil. LCMS (2 min gradient) RT=1.68 min, 202.1 (M+H)+. The reactants are CC1CN(c2ccc3nnc(C(F)(F)F)n3n2)CCN1, O=Cc1cccnc1. Product: CC1CN(c2ccc3nnc(C(F)(F)F)n3n2)CCN1Cc1cccnc1. Reaction SMILES: [CH3:9][CH:10]1[CH2:11][N:12]([c:16]2[cH:17][cH:18][c:19]3[n:20]([n:21]2)[c:22]([C:25]([F:26])([F:27])[F:28])[n:23][n:24]3)[CH2:13][CH2:14][NH:15]1.[n:1]1[cH:2][c:3]([CH:7]=[O:8])[cH:4][cH:5][cH:6]1>>[n:1]1[cH:2][c:3]([CH2:7][N:15]2[CH:10]([CH3:9])[CH2:11][N:12]([c:16]3[cH:17][cH:18][c:19]4[n:20]([n:21]3)[c:22]([C:25]([F:26])([F:27])[F:28])[n:23][n:24]4)[CH2:13][CH2:14]2)[cH:4][cH:5][cH:6]1. The reactants are CS(=O)(=O)Cl, CC(C)(C)C(=O)Nc1ccc(-c2cc(=O)c3c(NCCCO)c(F)cc(F)c3o2)cc1F, O, c1ccncc1. The product is CC(C)(C)C(=O)Nc1ccc(-c2cc(=O)c3c(NCCCOS(C)(=O)=O)c(F)cc(F)c3o2)cc1F. As a reaction SMILES: [CH3:33][S:34]([Cl:35])(=[O:36])=[O:37].[F:1][c:2]1[cH:3][c:4]([F:32])[c:5]2[c:6]([c:7](=[O:25])[cH:8][c:9](-[c:11]3[cH:12][c:13]([F:24])[c:14]([NH:17][C:18]([C:19]([CH3:20])([CH3:21])[CH3:22])=[O:23])[cH:15][cH:16]3)[o:10]2)[c:26]1[NH:27][CH2:28][CH2:29][CH2:30][OH:31].[OH2:38].[cH:39]1[cH:40][cH:41][n:42][cH:43][cH:44]1>>[F:1][c:2]1[cH:3][c:4]([F:32])[c:5]2[c:6]([c:7](=[O:25])[cH:8][c:9](-[c:11]3[cH:12][c:13]([F:24])[c:14]([NH:17][C:18]([C:19]([CH3:20])([CH3:21])[CH3:22])=[O:23])[cH:15][cH:16]3)[o:10]2)[c:26]1[NH:27][CH2:28][CH2:29][CH2:30][O:31][S:34]([CH3:33])(=[O:36])=[O:37]. The reactants are CC(C)(C)OC(=O)N(CCCCCCCC(=O)N(CCCCC#N)OCc1ccccc1)OCc1ccccc1, CO, ClC(Cl)Cl, ClCCl, Cl, O=C(O)C(F)(F)F, CCCCCCCCCC(=O)N(O)CCCCC(=O)N(O)CCCCC(=O)N(O)CCCCCN. The product is N#CCCCCN(OCc1ccccc1)C(=O)CCCCCCCNOCc1ccccc1. RXN SMILES: [C:8]([O:9][C:10](=[O:11])[N:15]([CH2:16][CH2:17][CH2:18][CH2:19][CH2:20][CH2:21][CH2:22][C:23]([N:24]([CH2:25][CH2:26][CH2:27][CH2:28][C:29]#[N:30])[O:31][CH2:32][c:33]1[cH:34][cH:35][cH:36][cH:37][cH:38]1)=[O:39])[O:40][CH2:41][c:42]1[cH:43][cH:44][cH:45][cH:46][cH:47]1)([CH3:12])([CH3:13])[CH3:14].[CH3:84][OH:85].[Cl:86][CH:87]([Cl:88])[Cl:89].[Cl:90][CH2:91][Cl:92].[ClH:48].[F:1][C:2]([F:3])([F:4])[C:5]([OH:6])=[O:7].[OH:49][N:50]([C:51](=[O:52])[CH2:53][CH2:54][CH2:55][CH2:56][N:57]([OH:58])[C:59](=[O:60])[CH2:61][CH2:62][CH2:63][CH2:64][N:65]([OH:66])[C:67](=[O:68])[CH2:69][CH2:70][CH2:71][CH2:72][CH2:73][CH2:74][CH2:75][CH2:76][CH3:77])[CH2:78][CH2:79][CH2:80][CH2:81][CH2:82][NH2:83]>>[NH:15]([CH2:16][CH2:17][CH2:18][CH2:19][CH2:20][CH2:21][CH2:22][C:23]([N:24]([CH2:25][CH2:26][CH2:27][CH2:28][C:29]#[N:30])[O:31][CH2:32][c:33]1[cH:34][cH:35][cH:36][cH:37][cH:38]1)=[O:39])[O:40][CH2:41][c:42]1[cH:43][cH:44][cH:45][cH:46][cH:47]1. The reactants are C(C)(C)(C)OC(CCN1CC(OCC1)C1=CC=C(C=C1)NC1=C(C=CC=C1Cl)Cl)=O (3-{2-[4-(2,6-Dichloro-phenylamino)-phenyl]-morpholin-4-yl}-propionic acid tert-butyl ester), Cl (HCl), O1CCOCC1 (1,4-dioxane). Reaction conditions: time 8 hour. Product: Cl.ClC1=C(C(=CC=C1)Cl)NC1=CC=C(C=C1)C1CN(CCO1)CCC(=O)O (3-{2-[4-(2,6-Dichloro-phenylamino)-phenyl]-morpholin-4-yl}-propionic acid hydrochloride). Isolated yield 173.7%. RXN SMILES: C([O:5][C:6](=[O:30])[CH2:7][CH2:8][N:9]1[CH2:14][CH2:13][O:12][CH:11]([C:15]2[CH:20]=[CH:19][C:18]([NH:21][C:22]3[C:27]([Cl:28])=[CH:26][CH:25]=[CH:24][C:23]=3[Cl:29])=[CH:17][CH:16]=2)[CH2:10]1)(C)(C)C.Cl.O1CCOCC1>>[ClH:28].[Cl:28][C:27]1[CH:26]=[CH:25][CH:24]=[C:23]([Cl:29])[C:22]=1[NH:21][C:18]1[CH:17]=[CH:16][C:15]([CH:11]2[O:12][CH2:13][CH2:14][N:9]([CH2:8][CH2:7][C:6]([OH:30])=[O:5])[CH2:10]2)=[CH:20][CH:19]=1 |f:3.4|. Procedure details: 3-{2-[4-(2,6-Dichloro-phenylamino)-phenyl]-morpholin-4-yl}-propionic acid tert-butyl ester (0.36 g; 0.80 mmol) was treated with HCl in 1,4-dioxane (3.99 mL; 4.00 mol/L; 15.95 mmol) and stirred overnight at room temperature. The solvent was removed in vacuo and the residue treated with iPr2O. The formed precipitate was collected by filtration and dried in vacuo, overnight to afford 3-{2-[4-(2,6-Dichloro-phenylamino)-phenyl]-morpholin-4-yl}-propionic acid hydrochloride (0.30 g). 1H NMR (400 MHz, D... Reactants: COc2ccc1ccccc1c2 (substrate), C[Zn](C)(C)([Li])([Li])c1cccc2ccccc12 (effective_coupling_partner). The reagents and catalysts are PCy3. Conditions: temperature 25 celsius, time 9 hour. Product: c4ccc3cc(c1cccc2ccccc12)ccc3c4. Reactants: Ic1nn(Cc2ccccc2)c2ccccc12, COC(=O)c1ccc([Sn](C)(C)C)o1, COCCOC, c1ccc(P(c2ccccc2)(c2ccccc2)[Pd](P(c2ccccc2)(c2ccccc2)c2ccccc2)(P(c2ccccc2)(c2ccccc2)c2ccccc2)P(c2ccccc2)(c2ccccc2)c2ccccc2)cc1. Product: COC(=O)c1ccc(-c2nn(Cc3ccccc3)c3ccccc23)o1. As a reaction SMILES: [CH2:1]([c:2]1[cH:3][cH:4][cH:5][cH:6][cH:7]1)[n:8]1[n:9][c:10]([I:17])[c:11]2[cH:12][cH:13][cH:14][cH:15][c:16]12.[CH3:18][Sn:19]([c:20]1[o:21][c:22]([C:25](=[O:26])[O:27][CH3:28])[cH:23][cH:24]1)([CH3:29])[CH3:30].[CH3:31][O:32][CH2:33][CH2:34][O:35][CH3:36].[cH:37]1[cH:38][cH:39][c:40]([P:41]([Pd:42]([P:43]([c:44]2[cH:45][cH:46][cH:47][cH:48][cH:49]2)([c:50]2[cH:51][cH:52][cH:53][cH:54][cH:55]2)[c:56]2[cH:57][cH:58][cH:59][cH:60][cH:61]2)([P:62]([c:63]2[cH:64][cH:65][cH:66][cH:67][cH:68]2)([c:69]2[cH:70][cH:71][cH:72][cH:73][cH:74]2)[c:75]2[cH:76][cH:77][cH:78][cH:79][cH:80]2)[P:81]([c:82]2[cH:83][cH:84][cH:85][cH:86][cH:87]2)([c:88]2[cH:89][cH:90][cH:91][cH:92][cH:93]2)[c:94]2[cH:95][cH:96][cH:97][cH:98][cH:99]2)([c:100]2[cH:101][cH:102][cH:103][cH:104][cH:105]2)[c:106]2[cH:107][cH:108][cH:109][cH:110][cH:111]2)[cH:112][cH:113]1>>[CH2:1]([c:2]1[cH:3][cH:4][cH:5][cH:6][cH:7]1)[n:8]1[n:9][c:10](-[c:20]2[o:21][c:22]([C:25](=[O:26])[O:27][CH3:28])[cH:23][cH:24]2)[c:11]2[cH:12][cH:13][cH:14][cH:15][c:16]12. The reactants are COC(=O)c1cccc(CBr)c1, ClC(Cl)Cl, [N-]=[N+]=[N-], [Na+], CN(C)C=O. Yields the product COC(=O)c1cccc(CN=[N+]=[N-])c1. RXN SMILES: [Br:1][CH2:2][c:3]1[cH:4][c:5]([C:6](=[O:7])[O:8][CH3:9])[cH:10][cH:11][cH:12]1.[Cl:22][CH:23]([Cl:24])[Cl:25].[N-:14]=[N+:15]=[N-:16].[Na+:13].[O:17]=[CH:18][N:19]([CH3:20])[CH3:21]>>[CH2:2]([c:3]1[cH:4][c:5]([C:6](=[O:7])[O:8][CH3:9])[cH:10][cH:11][cH:12]1)[N:14]=[N+:15]=[N-:16].